From a dataset of the Open Reaction Database (ORD), a public repository of structured organic reaction records. describe an organic reaction: reactants, conditions, products, and yield The reactants are S1C(=NC2=C1C=CC=C2)C=CC2=CC=C(C=C2)[N+](=O)[O-] (β-(benzothiazol-2-yl)-4-nitrostyrene). Run in O1CCCC1 (tetrahydrofuran), [Pd] (Pd/C). Product: S1C(=NC2=C1C=CC=C2)CCC2=CC=C(N)C=C2 (4-(β-benzothiazol-2-yl-ethyl)-aniline). RXN SMILES: [S:1]1[C:5]2[CH:6]=[CH:7][CH:8]=[CH:9][C:4]=2[N:3]=[C:2]1[CH:10]=[CH:11][C:12]1[CH:17]=[CH:16][C:15]([N+:18]([O-])=O)=[CH:14][CH:13]=1>O1CCCC1.[Pd]>[S:1]1[C:5]2[CH:6]=[CH:7][CH:8]=[CH:9][C:4]=2[N:3]=[C:2]1[CH2:10][CH2:11][C:12]1[CH:13]=[CH:14][C:15]([NH2:18])=[CH:16][CH:17]=1. Reported procedure: 150 parts by weight of β-(benzothiazol-2-yl)-4-nitrostyrene were dissolved in 1,500 parts by volume of tetrahydrofuran, and 15 parts by weight of Pd/C (10%) were added. After the mixture had been flushed with nitrogen, hydrogen was passed in. After some hours, the uptake of hydrogen (44 1) had ended, and the mixture was flushed with nitrogen again, the catalyst was filtered off and the filtrate was concentrated. 135.6 g of 4-(β-benzothiazol-2-yl-ethyl)-aniline of melting point 79°-81° C. were ob... Reactants: NC=1C=CC=2C3=C(NC2C1)C(=CC(=N3)Br)C(=O)OC (methyl 7-amino-2-bromo-5H-pyrido[3,2-b]indole-4-carboxylate), N (NH3). Run in CO (MeOH). Run at temperature 80 celsius. Yields the product NC=1C=CC=2C3=C(NC2C1)C(=CC(=N3)Br)C(=O)N (7-amino-2-bromo-5H-pyrido[3,2-b]indole-4-carboxamide). Yield: 53.0%. Reaction SMILES: [NH2:1][C:2]1[CH:3]=[CH:4][C:5]2[C:6]3[N:14]=[C:13]([Br:15])[CH:12]=[C:11]([C:16]([O:18]C)=O)[C:7]=3[NH:8][C:9]=2[CH:10]=1.[NH3:20]>CO>[NH2:1][C:2]1[CH:3]=[CH:4][C:5]2[C:6]3[N:14]=[C:13]([Br:15])[CH:12]=[C:11]([C:16]([NH2:20])=[O:18])[C:7]=3[NH:8][C:9]=2[CH:10]=1. Procedure details: A mixture of methyl 7-amino-2-bromo-5H-pyrido[3,2-b]indole-4-carboxylate (700 mg, 2.19 mmol) and 7 N NH3 in MeOH (5 mL) in a sealed microwave vial was heated in an oil bath at 80° C. for 16 h. After cooled to RT, the solid was collected by filtration and washed with MeOH, to afford 7-amino-2-bromo-5H-pyrido[3,2-b]indole-4-carboxamide (500 mg, 1.15 mmol, 53% yield). MS (ESI) m/z 306.96 (M+H). 1H NMR (500 MHz, DMSO-d6) δ ppm 11.18 (1H, br. s.), 8.33 (1H, br. s.), 7.79 (1H, br. s.), 7.71-7.77 (2H, ... The reactants are C(C(=O)O)(=O)O.ClC1=CC=CC(=N1)[C@@H](CN[C@@H](CC1=CC=C(C(=CC(=O)OC)C)C=C1)C)O (methyl p-[(R)-2-[[(R)-2-(6-chloro-2-pyridyl)-2-hydroxyethyl]amino]propyl]-β-methylcinnamate oxalate), [OH-].[K+] (KOH), Cl (hydrochloric acid). Run in O (water), O (water). Conditions: time 3 hour. The product is Cl.ClC1=CC=CC(=N1)[C@@H](CN[C@@H](CC1=CC=C(C(=CC(=O)O)C)C=C1)C)O (p-[(R)-2-[[(R)-2-(6-chloro-2-pyridyl)-2-hydroxyethyl]amino]propyl]-β-methylcinnamic acid hydrochloride). Isolated yield 133.7%. RXN SMILES: C(O)(=O)C(O)=O.[Cl:7][C:8]1[N:13]=[C:12]([C@H:14]([OH:33])[CH2:15][NH:16][C@H:17]([CH3:32])[CH2:18][C:19]2[CH:31]=[CH:30][C:22]([C:23]([CH3:29])=[CH:24][C:25]([O:27]C)=[O:26])=[CH:21][CH:20]=2)[CH:11]=[CH:10][CH:9]=1.[OH-].[K+].Cl>O>[ClH:7].[Cl:7][C:8]1[N:13]=[C:12]([C@H:14]([OH:33])[CH2:15][NH:16][C@H:17]([CH3:32])[CH2:18][C:19]2[CH:31]=[CH:30][C:22]([C:23]([CH3:29])=[CH:24][C:25]([OH:27])=[O:26])=[CH:21][CH:20]=2)[CH:11]=[CH:10][CH:9]=1 |f:0.1,2.3,6.7|. Reported procedure: A solution of 958 mg of methyl p-[(R)-2-[[(R)-2-(6-chloro-2-pyridyl)-2-hydroxyethyl]amino]propyl]-β-methylcinnamate oxalate (Example 2Ga), 60 ml of 5% methanolic KOH and 10 ml of water were heated to 50° under argon while stirring for 3 hours. For the working-up, the mixture was diluted with water, adjusted to pH 5 with 2N hydrochloric acid and extracted repeatedly with ethyl acetate, The combined extracts were dried and evaporated in a vacuum. There were obtained 550 mg of amorphous p-[(R)-2-[[... The reactants are C1(CCCC1)N1N=C(C2=CC=C(C=C12)C(=O)Cl)CC (1-cyclopentyl-3-ethyl-1H-indazole-6-carbonyl chloride), NC1=C2C=CC=NC2=CC=C1 (5-amino-quinoline). Product: N1=CC=CC2=C(C=CC=C12)NC(=O)C1=CC=C2C(=NN(C2=C1)C1CCCC1)CC (1-Cyclopentyl-3-ethyl-1H-indazole-6-carboxylic acid quinolin-5-ylamide). Isolated yield 30.0%. RXN SMILES: [CH:1]1([N:6]2[C:14]3[C:9](=[CH:10][CH:11]=[C:12]([C:15](Cl)=[O:16])[CH:13]=3)[C:8]([CH2:18][CH3:19])=[N:7]2)[CH2:5][CH2:4][CH2:3][CH2:2]1.[NH2:20][C:21]1[CH:30]=[CH:29][CH:28]=[C:27]2[C:22]=1[CH:23]=[CH:24][CH:25]=[N:26]2>>[N:26]1[C:27]2[C:22](=[C:21]([NH:20][C:15]([C:12]3[CH:13]=[C:14]4[C:9]([C:8]([CH2:18][CH3:19])=[N:7][N:6]4[CH:1]4[CH2:5][CH2:4][CH2:3][CH2:2]4)=[CH:10][CH:11]=3)=[O:16])[CH:30]=[CH:29][CH:28]=2)[CH:23]=[CH:24][CH:25]=1. Procedure details: This compound was prepared according to the method of Example 15, using 91 mg (0.329 mmol, 1.0 equiv) 1-cyclopentyl-3-ethyl-1H-indazole-6-carbonyl chloride and 52 mg (0.362 mmol, 1.1 equiv) 5-amino-quinoline as starting materials, to give 38 mg (30%) of pale yellow powder: mp 176-178° C.; Anal. calcd for C24H24N4O: C, 74.96; H, 6.29; N, 14.57. Found: C, 74.33; H, 6.53; N, 14.31. The reactants are CC1(CCCC(N1[O])(C)C)C (TEMPO), Cl[O-].[Na+] (sodium hypochlorite), ClCl (chlorine), C(C)N1C(C(CC1CO)(C)C)=O (1-Ethyl-5-(hydroxymethyl)-3,3-dimethyl-2-pyrrolidinone), S(=O)([O-])[O-].[Na+].[Na+] (sodium sulphite), Cl(=O)[O-].[Na+] (sodium chlorite), OP(=O)(O)[O-].[Na+] (sodium phosphate monobasic). Run in C(C)#N (acetonitrile). Conditions: temperature 40 celsius, time 4 hour. Product: C(C)N1[C@H](C(=O)O)CC(C1=O)(C)C (1-ethyl-4,4-dimethyl-5-oxoproline). Isolated yield 100.8%. RXN SMILES: [CH2:1]([N:3]1[CH:7]([CH2:8][OH:9])[CH2:6][C:5]([CH3:11])([CH3:10])[C:4]1=[O:12])[CH3:2].Cl([O-])=[O:14].[Na+].OP([O-])(O)=O.[Na+].CC1(C)N([O])C(C)(C)CCC1.Cl[O-].[Na+].ClCl.S([O-])([O-])=O.[Na+].[Na+]>C(#N)C>[CH2:1]([N:3]1[C:4](=[O:12])[C:5]([CH3:11])([CH3:10])[CH2:6][C@H:7]1[C:8]([OH:14])=[O:9])[CH3:2] |f:1.2,3.4,6.7,9.10.11,^1:26|. Procedure: 1-Ethyl-5-(hydroxymethyl)-3,3-dimethyl-2-pyrrolidinone (0.366 g, 2.1 mmol), sodium chlorite (0.387 g, 4.3 mmol), and a 1M aqueous sodium phosphate monobasic buffer solution (2.46 ml, 2.46 mmol) were combined in acetonitrile (3 ml) and heated to 40° C. A few crystals of TEMPO (2,2,6,6-tetramethyl-1-piperidinyloxy free radical) and approximately 1 drop of bleach (sodium hypochlorite solution, available chlorine >12%) were then added to the mixture and stirring continued at 40° C. for 4 hrs. The mi... Reactants: [Al+3], CC(=O)Cl, [Cl-], [Cl-], [Cl-], Cl, S=C=S, c1ccc2c(c1)CCc1ccccc1-2. Product: CC(=O)c1ccc2c(c1)CCc1ccccc1-2. As a reaction SMILES: [Al+3:16].[C:19]([CH3:20])(=[O:21])[Cl:22].[Cl-:15].[Cl-:17].[Cl-:18].[ClH:23].[S:24]=[C:25]=[S:26].[cH:1]1[cH:2][cH:3][cH:4][c:5]2[c:14]1[CH2:13][CH2:12][c:11]1[c:6]-2[cH:7][cH:8][cH:9][cH:10]1>>[cH:1]1[cH:2][cH:3][cH:4][c:5]2[c:14]1[CH2:13][CH2:12][c:11]1[c:6]-2[cH:7][cH:8][c:9]([C:19]([CH3:20])=[O:21])[cH:10]1. The reactants are C([O-])([O-])=O.[Na+].[Na+] (sodium carbonate), ClC1=CC=C(C=C1)C(C(=O)O)O (2-(4-Chlorophenyl)-2-hydroxyacetic acid), C(C)OCC.CCCCCC (diethylether hexane), S(O)(O)(=O)=O (sulfuric acid). Solvent: O (water), CO (methanol). Yields the product COC(C(O)C1=CC=C(C=C1)Cl)=O (2-(4-chlorophenyl)-2-hydroxyacetic acid methylester). Yield: 84.7%. RXN SMILES: [Cl:1][C:2]1[CH:7]=[CH:6][C:5]([CH:8]([OH:12])[C:9]([OH:11])=[O:10])=[CH:4][CH:3]=1.S(=O)(=O)(O)O.[C:18](=O)([O-])[O-].[Na+].[Na+].C(OCC)C.CCCCCC>CO.O>[CH3:18][O:10][C:9](=[O:11])[CH:8]([C:5]1[CH:4]=[CH:3][C:2]([Cl:1])=[CH:7][CH:6]=1)[OH:12] |f:2.3.4,5.6|. Procedure details: 2-(4-Chlorophenyl)-2-hydroxyacetic acid (40 g; 0.2 mol) is dissolved in 100 ml of methanol and stirred at +20° C. At this temperature 5 ml of concentrated sulfuric acid are added dropwise. After the addition is complete the reaction mixture is heated up to +45° C. and stirred for further 30 minutes. Then the reaction mixture is poured into a cooled (0° C.) solution of sodium carbonate (42 g; 0.4 mol) in 300 ml of water. The product is extracted with toluene (3×50 ml) washed with brine (3×50 ml) ...